From a dataset of the Open Reaction Database (ORD), a public repository of structured organic reaction records. describe an organic reaction: reactants, conditions, products, and yield Reactants: O=C(Cl)Cl, COC(=O)C(N)CC(F)(F)CC(C)C, CC(C)NC(C)C, ClCCl, Cl, C1COCCN1. The product is COC(=O)C(CC(F)(F)CC(C)C)NC(=O)N1CCOCC1. Reaction SMILES: [C:23](=[O:24])([Cl:25])[Cl:26].[CH3:2][O:3][C:4]([CH:5]([CH2:6][C:7]([CH2:8][CH:9]([CH3:10])[CH3:11])([F:12])[F:13])[NH2:14])=[O:15].[CH:16]([NH:17][CH:18]([CH3:19])[CH3:20])([CH3:21])[CH3:22].[Cl:33][CH2:34][Cl:35].[ClH:1].[O:27]1[CH2:28][CH2:29][NH:30][CH2:31][CH2:32]1>>[CH3:2][O:3][C:4]([CH:5]([CH2:6][C:7]([CH2:8][CH:9]([CH3:10])[CH3:11])([F:12])[F:13])[NH:14][C:23](=[O:24])[N:30]1[CH2:29][CH2:28][O:27][CH2:32][CH2:31]1)=[O:15]. The reactants are I(=O)(=O)Cl.I(=O)(=O)Cl.C(C1=CC=CC=C1)[N+](C)(C)C (Benzyltrimethylammonium dichloroiodate), NC1=CC(=NC(=C1)C)C (4-amino-2,6-dimethylpyridine), C([O-])([O-])=O.[Ca+2] (calcium carbonate). The solvent is ClCCl.CO (dichloromethane methanol). Reaction conditions: time 16 hour. Product: NC1=C(C(=NC(=C1)C)C)I (4-amino-2,6-dimethyl-3-iodopyridine). The yield is 61.6%. RXN SMILES: I(Cl)(=O)=O.[I:5](Cl)(=O)=O.C([N+](C)(C)C)C1C=CC=CC=1.[NH2:20][C:21]1[CH:26]=[C:25]([CH3:27])[N:24]=[C:23]([CH3:28])[CH:22]=1.C(=O)([O-])[O-].[Ca+2]>ClCCl.CO>[NH2:20][C:21]1[CH:26]=[C:25]([CH3:27])[N:24]=[C:23]([CH3:28])[C:22]=1[I:5] |f:0.1.2,4.5,6.7|. Procedure: Benzyltrimethylammonium dichloroiodate (6 g) was added to 4-amino-2,6-dimethylpyridine (2.1 g) and calcium carbonate (2.25 g) in dichloromethane/methanol (55 ml) (8:3 v/v) and the mixture was stirred for 16 hours. Solvent was removed by evaporation and the residue partitioned between 5% sodium metabisulphite solution and dichloromethane. The aqueous phase was separated and washed with dichloromethane. The aqueous phase was then basified with sodium carbonate and extracted with dichloromethane. T... Reaction SMILES: [CH3:12][Si:13]([CH:14]=[N+:15]=[N-:16])([CH3:17])[CH3:18].[CH3:19][OH:20].[F:1][C:2]([C:3]([CH2:4][C:5](=[O:6])[OH:7])([CH3:8])[OH:9])([F:10])[F:11]>>[F:1][C:2]([C:3]([CH2:4][C:5]([O:6][CH3:12])=[O:7])([CH3:8])[OH:9])([F:10])[F:11]. The product is COC(=O)CC(C)(O)C(F)(F)F. The reactants are C[Si](C)(C)C=[N+]=[N-], CO, CC(O)(CC(=O)O)C(F)(F)F. The reactants are NC1=C(C(=NN1C1=CC=CC=C1)C1=CC=CC=C1)C#N (5-amino-1,3-diphenylpyrazole-4-carbonitrile), C(#CC(=O)OC)C(=O)OC (dimethyl acetylenedicarboxylate). The product is NC1=C2C(=NC(=C1C(=O)OC)C(=O)OC)N(N=C2C2=CC=CC=C2)C2=CC=CC=C2 (dimethyl 4-amino-1,3-diphenylpyrazolo[3,4-b]pyridine-5,6-dicarboxylate). RXN SMILES: [NH2:1][C:2]1[N:6]([C:7]2[CH:12]=[CH:11][CH:10]=[CH:9][CH:8]=2)[N:5]=[C:4]([C:13]2[CH:18]=[CH:17][CH:16]=[CH:15][CH:14]=2)[C:3]=1[C:19]#[N:20].[C:21]([C:27]([O:29][CH3:30])=[O:28])#[C:22][C:23]([O:25][CH3:26])=[O:24]>>[NH2:20][C:19]1[C:22]([C:23]([O:25][CH3:26])=[O:24])=[C:21]([C:27]([O:29][CH3:30])=[O:28])[N:1]=[C:2]2[N:6]([C:7]3[CH:8]=[CH:9][CH:10]=[CH:11][CH:12]=3)[N:5]=[C:4]([C:13]3[CH:14]=[CH:15][CH:16]=[CH:17][CH:18]=3)[C:3]=12. Procedure details: Using 2.60 g (10 mmol) of 5-amino-1,3-diphenylpyrazole-4-carbonitrile [see J. Org. Chem., 29, 1915 (1964)] and 1.42 g (10 mmol) of dimethyl acetylenedicarboxylate, the entitled product having a melting point of 277° to 279° C. was obtained in the same manner as in Example 2-(2). Starting materials: FC=1C=CC(=C2C[C@H](COC12)N)OC ((R)-8-fluoro-5-methoxy-3-aminochroman), CCC(CC)=O (3-pentanone), CO (MeOH), [BH3-]C#N.[Na+] (NaBH3CN), CCC(CC)=O (3-pentanone). The solvent is C(C)(=O)O (acetic acid). Conditions: time 18 hour. Yields the product N (NH3), FC=1C=CC(=C2C[C@H](COC12)NC(CC)CC)OC ((R)-8-fluoro-5-methoxy-3-(N-3-pentylamino)chroman). Isolated yield 176.4%. RXN SMILES: [F:1][C:2]1[CH:3]=[CH:4][C:5]([O:13][CH3:14])=[C:6]2[C:11]=1[O:10][CH2:9][C@H:8]([NH2:12])[CH2:7]2.[CH3:15][CH2:16][C:17](=O)[CH2:18][CH3:19].CO.[BH3-]C#N.[Na+]>C(O)(=O)C>[NH3:12].[F:1][C:2]1[CH:3]=[CH:4][C:5]([O:13][CH3:14])=[C:6]2[C:11]=1[O:10][CH2:9][C@H:8]([NH:12][CH:17]([CH2:18][CH3:19])[CH2:16][CH3:15])[CH2:7]2 |f:3.4|. Reported procedure: To a stirred solution of (R)-8-fluoro-5-methoxy-3-aminochroman (3.13 g, 15.9 mmol) and 3-pentanone (2.2 ml, 20.8 mmol) in 100 mi dry MeOH, NaBH3CN (1.31 g, 20.8 mmol) was added during 10 min. The pH was adjusted to pH was adjusted to pH 6 with acetic acid and the solution was stirred at room temp. After 18 hours, 3-pentanone (0.5 ml, 4.7 mmol) was added and the solution was stirred at room temp. for 3 hours. Concentration and extraction with 100 ml 2M NH3 and 2×250 ml EtOAc, drying of the combin... Reactants: (S)-Methyl 1-(1,3-benzodioxol-5-yl)-3-[4-methoxy-2-(phenylmethoxy)phenyl]-S-propoxy-1H-indene-2-carboxylate, COC(=O)C=1[C@H](C2=CC=C(C=C2C1OS(=O)(=O)F)OCCC)C1=CC2=C(OCO2)C=C1 ((S) -Methyl-1-(1,3-benzodioxol-5-y)-3-[(fluorosulfonyl)oxy]5-propoxy-1H-indene-2-carboxylate), COC1=CC(=C(C=C1)B(O)O)OCC1=CC=CC=C1 ([4-methoxy-2-(phenylmethoxy)phenyl]boronic acid), COC1=CC(=C(C=C1)B(O)O)OCC1=CC=CC=C1 ([4-methoxy-2-(phenylmethoxy)phenyl]boronic acid), C1(=CC=CC=C1)C (toluene), C(=O)([O-])[O-].[K+].[K+] (K2CO3). Reagents/catalysts: C1=CC=C(C=C1)P([C-]2C=CC=C2)C3=CC=CC=C3.C1=CC=C(C=C1)P([C-]2C=CC=C2)C3=CC=CC=C3.Cl[Pd]Cl.[Fe+2] (Pd(dppf)Cl2). Run in CCO (EtOH). Reaction conditions: time 0.5 hour. Product: O1COC2=C1C=CC(=C2)[C@@H]2C(=C(C1=CC(=CC=C21)OCCC)C2=C(C=C(C=C2)OC)OCC2=CC=CC=C2)C(=O)OC ((S)-Methyl 1-(1,3-benzodioxol-5-yl)-3-[4-methoxy-2-(phenylmethoxy)phenyl]-5-propoxy-1H-indene-2-carboxylate). Isolated yield 71.8%. RXN SMILES: [CH3:1][O:2][C:3]([C:5]1[C@@H:6]([C:23]2[CH:31]=[CH:30][C:26]3[O:27][CH2:28][O:29][C:25]=3[CH:24]=2)[C:7]2[C:12]([C:13]=1OS(F)(=O)=O)=[CH:11][C:10]([O:19][CH2:20][CH2:21][CH3:22])=[CH:9][CH:8]=2)=[O:4].[CH3:32][O:33][C:34]1[CH:39]=[CH:38][C:37](B(O)O)=[C:36]([O:43][CH2:44][C:45]2[CH:50]=[CH:49][CH:48]=[CH:47][CH:46]=2)[CH:35]=1.C1(C)C=CC=CC=1.C([O-])([O-])=O.[K+].[K+]>C1C=CC(P(C2C=CC=CC=2)[C-]2C=CC=C2)=CC=1.C1C=CC(P(C2C=CC=CC=2)[C-]2C=CC=C2)=CC=1.Cl[Pd]Cl.[Fe+2].CCO>[O:27]1[C:26]2[CH:30]=[CH:31][C:23]([C@H:6]3[C:7]4[C:12](=[CH:11][C:10]([O:19][CH2:20][CH2:21][CH3:22])=[CH:9][CH:8]=4)[C:13]([C:37]4[CH:38]=[CH:39][C:34]([O:33][CH3:32])=[CH:35][C:36]=4[O:43][CH2:44][C:45]4[CH:50]=[CH:49][CH:48]=[CH:47][CH:46]=4)=[C:5]3[C:3]([O:2][CH3:1])=[O:4])=[CH:24][C:25]=2[O:29][CH2:28]1 |f:3.4.5,6.7.8.9|. Reported procedure: A 50 mL three-necked flask under nitrogen was charged with (S)-methyl 1-(1,3-benzodioxol-5-yl)-3-[(fluorosulfonyl)oxy]-5-propoxy-1H-indene-2-carboxylate (600 mg, 1.3 mmol), [4-methoxy-2-(phenylmethoxy)phenyl]boronic acid (Compound (u)) (330 mg, 1.4 mmol), toluene (16 mL), EtOH (2 mL), and Pd(dppf)Cl2 catalyst (4.8 mg, 0.005 mmol). The mixture was stirred for 0.5 h at room temperature followed by the addition of 1.3 M K2CO3 solution (2.0 mL, 2.6 mmol) and heated to 70° C. for 45 min. The mixture ...